From a dataset of the Open Reaction Database (ORD), a public repository of structured organic reaction records. describe an organic reaction: reactants, conditions, products, and yield Reactants: C1=CC(=CC=C1O)Br (p-bromophenol), N#CBr (cyanogen bromide). The product is BrC1=CC=C(C=C1)OC#N (4-bromophenylcyanate). Yield: 63.0%. RXN SMILES: [CH:1]1[C:6]([OH:7])=[CH:5][CH:4]=[C:3]([Br:8])[CH:2]=1.[N:9]#[C:10]Br>>[Br:8][C:3]1[CH:4]=[CH:5][C:6]([O:7][C:10]#[N:9])=[CH:1][CH:2]=1. Procedure: Analogous to Example 1, p-bromophenol was reacted with cyanogen bromide to obtain the title compound as white crystals. The yield was 63% of theory. The product was identified by its NMR spectrum as well as by the absorption of the cyanato group at 2260 cm-1 and the absence of phenolic hydroxy absorption in the IR spectrum. As a reaction SMILES: [BH4-:24].[CH3:22][OH:23].[N+:1](=[O:2])([O-:3])[c:4]1[c:5]([CH3:21])[c:6]2[c:11]([c:12]([CH3:15])[c:13]1[CH3:14])[O:10][C:9]([CH3:16])([CH2:17][O:18][CH3:19])[CH2:8][C:7]2=[O:20].[Na+:25].[OH2:26]>>[N+:1](=[O:2])([O-:3])[c:4]1[c:5]([CH3:21])[c:6]2[c:11]([c:12]([CH3:15])[c:13]1[CH3:14])[O:10][C:9]([CH3:16])([CH2:17][O:18][CH3:19])[CH2:8][CH:7]2[OH:20]. Product: COCC1(C)CC(O)c2c(C)c([N+](=O)[O-])c(C)c(C)c2O1. Reactants: [BH4-], CO, COCC1(C)CC(=O)c2c(C)c([N+](=O)[O-])c(C)c(C)c2O1, [Na+], O.